Dataset: the Open Reaction Database (ORD), a public repository of structured organic reaction records. Task: describe an organic reaction: reactants, conditions, products, and yield The reactants are C(C)(=O)O[BH-](OC(C)=O)OC(C)=O.[Na+] (sodium triacetoxyborohydride), C(O)([O-])=O.[Na+] (sodium hydrogen carbonate), N1CCC(CC1)NC1=CC=C(N=N1)C#N (6-(Piperidin-4-ylamino)-pyridazine-3-carbonitrile), FC(C1=CC=C(C=C1)C=O)(F)F (α,α,α-trifluoro-p-tolualdehyde). The solvent is C(C)(=O)O (acetic acid), ClCCl (dichloromethane). Conditions: time 18 hour. The product is FC(C1=CC=C(CN2CCC(CC2)NC2=CC=C(N=N2)C#N)C=C1)(F)F (6-[1-(4-Trifluoromethyl-benzyl)-piperidin-4-ylamino]-pyridazine-3-carbonitrile). The yield is 39.9%. Reaction SMILES: [NH:1]1[CH2:6][CH2:5][CH:4]([NH:7][C:8]2[N:13]=[N:12][C:11]([C:14]#[N:15])=[CH:10][CH:9]=2)[CH2:3][CH2:2]1.[F:16][C:17]([F:27])([F:26])[C:18]1[CH:23]=[CH:22][C:21]([CH:24]=O)=[CH:20][CH:19]=1.C(O[BH-](OC(=O)C)OC(=O)C)(=O)C.[Na+].C(=O)([O-])O.[Na+]>ClCCl.C(O)(=O)C>[F:16][C:17]([F:26])([F:27])[C:18]1[CH:23]=[CH:22][C:21]([CH2:24][N:1]2[CH2:2][CH2:3][CH:4]([NH:7][C:8]3[N:13]=[N:12][C:11]([C:14]#[N:15])=[CH:10][CH:9]=3)[CH2:5][CH2:6]2)=[CH:20][CH:19]=1 |f:2.3,4.5|. Procedure details: To a mixture of 6-(piperidin-4-ylamino)-pyridazine-3-carbonitrile (D3) (0.15 g, 0.7 mmol) and α,α,α-trifluoro-p-tolualdehyde (0.15 ml, 1.1 mmol) in dichloromethane (2 ml), was added sodium triacetoxyborohydride (0.232 g, 1.1 mmol) and acetic acid (0.041 ml). The reaction mixture was then stirred at room temperature for 18 h. A saturated solution of sodium hydrogen carbonate was then added and the organic layer was separated, dried (Na2SO4), filtered and the solvent evaporated in vacuo. The resid... The reactants are C1(=CC=CC=C1)C(=C)O[Si](C)(C)C (1-phenyl-1-(trimethylsilyloxy)ethylene), diethyl ester, C1(CC1)CC1=C(C=CC=C1)SC(C(=O)O)C(=O)O ([[2-(cyclopropylmethyl)phenyl]thio] propanedioic acid). Yields the product C1(CC1)CC1=C(C=CC=C1)SC=1C(OC(=CC1O)C1=CC=CC=C1)=O (3-[[2-(Cyclopropylmethyl)phenyl]thio]-4-hydroxy-6-phenyl-2H-pyran-2-one). As a reaction SMILES: [C:1]1([C:7]([O:9][Si](C)(C)C)=[CH2:8])[CH:6]=[CH:5][CH:4]=[CH:3][CH:2]=1.[CH:14]1([CH2:17][C:18]2[CH:23]=[CH:22][CH:21]=[CH:20][C:19]=2[S:24][CH:25]([C:29](O)=[O:30])[C:26](O)=[O:27])[CH2:16][CH2:15]1>>[CH:14]1([CH2:17][C:18]2[CH:23]=[CH:22][CH:21]=[CH:20][C:19]=2[S:24][C:25]2[C:26](=[O:27])[O:9][C:7]([C:1]3[CH:6]=[CH:5][CH:4]=[CH:3][CH:2]=3)=[CH:8][C:29]=2[OH:30])[CH2:15][CH2:16]1. Procedure: The title compound was prepared by Method A using 1-phenyl-1-(trimethylsilyloxy)ethylene (0.990 mL, 4.83 mmol), and diethyl ester of [[2-(cyclopropylmethyl)phenyl]thio] propanedioic acid (1.00 g, 3.10 mmol) m.p. 165-167° C.; 1H NMR (400 MHz, DMSO-d6) δ 0.25 (dd, 2H), 0.52 (dd, 2H), 1.21 (m, 1H), 2.50 (d, 2H), 6.87 (s, 1H), 6.92 (m, 1H), 7.05 (m, 2H), 7.32 (m, 1H), 7.56 (m, 3H), 7.86 (m, 2H). The reactants are COC=1C=C2C(=CN(C2=CC1OC)CCN1CCN(CC1)C)C1=CC=2C(=NC=C(C2)F)N1S(=O)(=O)C1=CC=C(C=C1)C (2-[5,6-dimethoxy-1-[2-(4-methylpiperazin-1-yl)ethyl]-1H-indol-3-yl]-5-fluoro-1-(toluene-4-sulfonyl)-1H-pyrrolo[2,3-b]pyridine), [OH-].[K+] (potassium hydroxide), ClCCl.CO (dichloromethane methanol). The solvent is O (water), CO (methanol). The product is COC=1C=C2C(=CN(C2=CC1OC)CCN1CCN(CC1)C)C1=CC=2C(=NC=C(C2)F)N1 (2-{5,6-dimethoxy-1-[2-(4-methyl-piperazin-1-yl)ethyl]-1H-indol-3-yl}-5-fluoro-1H-pyrrolo[2,3-b]pyridine). Yield: 61.0%. Reaction SMILES: [CH3:1][O:2][C:3]1[CH:4]=[C:5]2[C:9](=[CH:10][C:11]=1[O:12][CH3:13])[N:8]([CH2:14][CH2:15][N:16]1[CH2:21][CH2:20][N:19]([CH3:22])[CH2:18][CH2:17]1)[CH:7]=[C:6]2[C:23]1[N:32](S(C2C=CC(C)=CC=2)(=O)=O)[C:26]2=[N:27][CH:28]=[C:29]([F:31])[CH:30]=[C:25]2[CH:24]=1.[OH-].[K+].ClCCl.CO>CO.O>[CH3:1][O:2][C:3]1[CH:4]=[C:5]2[C:9](=[CH:10][C:11]=1[O:12][CH3:13])[N:8]([CH2:14][CH2:15][N:16]1[CH2:17][CH2:18][N:19]([CH3:22])[CH2:20][CH2:21]1)[CH:7]=[C:6]2[C:23]1[NH:32][C:26]2=[N:27][CH:28]=[C:29]([F:31])[CH:30]=[C:25]2[CH:24]=1 |f:1.2,3.4|. Reported procedure: But using 0.82 g of 2-[5,6-dimethoxy-1-[2-(4-methylpiperazin-1-yl)ethyl]-1H-indol-3-yl]-5-fluoro-1-(toluene-4-sulfonyl)-1H-pyrrolo[2,3-b]pyridine dissolved in 100 ml of methanol and 2 g of potassium hydroxide dissolved in 7 ml of water. After flash chromatography on a silica column [eluent: dichloromethane/methanol (70/30 by volume)], 0.37 g of 2-{5,6-dimethoxy-1-[2-(4-methyl-piperazin-1-yl)ethyl]-1H-indol-3-yl}-5-fluoro-1H-pyrrolo[2,3-b]pyridine is thus obtained in the form of a solid, the char...